Dataset: the Open Reaction Database (ORD), a public repository of structured organic reaction records. Task: describe an organic reaction: reactants, conditions, products, and yield Starting materials: CCOC(=O)C (EtOAc), O (water), NC1=NC(=NC(=N1)N(C1=CC=CC=C1)C)C1=NOC(=N1)C1=CC=C(C=N1)C(C)=O (1-[6-(3-{4-Amino-6-[methyl(phenyl)amino]-1,3,5-triazin-2-yl}-1,2,4-oxadiazol-5-yl)pyridin-3-yl]ethan-1-one), NC1=NC(=NC(=N1)N(C1=CC=CC=C1)C)C1=NOC(=N1)C1=CC=C(C=N1)C(C)=O (1-[6-(3-{4-Amino-6-[methyl(phenyl)amino]-1,3,5-triazin-2-yl}-1,2,4-oxadiazol-5-yl)pyridin-3-yl]ethan-1-one), [BH4-].[Na+] (sodium borohydride). Run in C1CCOC1 (THF). Conditions: time 2 hour. The product is NC1=NC(=NC(=N1)N(C1=CC=CC=C1)C)C1=NOC(=N1)C1=CC=C(C=N1)C(C)O (1-[6-(3-{4-Amino-6-[methyl(phenyl)amino]-1,3,5-triazin-2-yl}-1,2,4-oxadiazol-5-yl)pyridin-3-yl]ethan-1-ol). The yield is 106.7%. RXN SMILES: [NH2:1][C:2]1[N:7]=[C:6]([N:8]([CH3:15])[C:9]2[CH:14]=[CH:13][CH:12]=[CH:11][CH:10]=2)[N:5]=[C:4]([C:16]2[N:20]=[C:19]([C:21]3[N:26]=[CH:25][C:24]([C:27](=[O:29])[CH3:28])=[CH:23][CH:22]=3)[O:18][N:17]=2)[N:3]=1.[BH4-].[Na+].CCOC(C)=O.O>C1COCC1>[NH2:1][C:2]1[N:7]=[C:6]([N:8]([CH3:15])[C:9]2[CH:14]=[CH:13][CH:12]=[CH:11][CH:10]=2)[N:5]=[C:4]([C:16]2[N:20]=[C:19]([C:21]3[N:26]=[CH:25][C:24]([CH:27]([OH:29])[CH3:28])=[CH:23][CH:22]=3)[O:18][N:17]=2)[N:3]=1 |f:1.2|. Reported procedure: 1-[6-(3-{4-Amino-6-[methyl(phenyl)amino]-1,3,5-triazin-2-yl}-1,2,4-oxadiazol-5-yl)pyridin-3-yl]ethan-1-one (Intermediate 141, 0.934 g, 2.40 mmol) was suspended in THF (60 mL), sodium borohydride (0.227 g, 6.01 mmol) was added and the mixture stirred at room temperature for 2 h. EtOAc (50 mL) and water (100 mL) were added and the organic layer separated. The aqueous layer was neutralised using 1M aq. hydrochloric acid and extracted with EtOAc (3×30 mL). The combined organic layers were dried over... Starting materials: COC=1C=C(CBr)C=CC1 (3-methoxybenzyl bromide), C(C)OC(C(CC1=CC=C(C=C1)OCCC1N(C(NC1)=O)C)(OC1=CC=CC=C1)C)=O (2-methyl-3-{4-[2-(3-methyl-2-oxo-imidazolidin-4-yl)-ethoxy]-phenyl}-2-phenoxy-propionic acid ethyl ester), [H-].[Na+] (NaH). The reagents and catalysts are [I-].C(CCC)[N+](CCCC)(CCCC)CCCC (tetrabutylammonium iodide). Solvent: CN(C)C=O (DMF). Reaction conditions: time 30 minute. Yields the product C(C)OC(C(CC1=CC=C(C=C1)OCCC1N(C(N(C1)CC1=CC(=CC=C1)OC)=O)C)(OC1=CC=CC=C1)C)=O (3-(4-{2-[1-(3-methoxy-benzyl)-3-methyl-2-oxo-imidazolidin-4-yl]-ethoxy}-phenyl)-2-methyl-2-phenoxy-propionic acid ethyl ester). The yield is 54.5%. As a reaction SMILES: [CH2:1]([O:3][C:4](=[O:31])[C:5]([CH3:30])([O:23][C:24]1[CH:29]=[CH:28][CH:27]=[CH:26][CH:25]=1)[CH2:6][C:7]1[CH:12]=[CH:11][C:10]([O:13][CH2:14][CH2:15][CH:16]2[CH2:20][NH:19][C:18](=[O:21])[N:17]2[CH3:22])=[CH:9][CH:8]=1)[CH3:2].[H-].[Na+].[CH3:34][O:35][C:36]1[CH:37]=[C:38]([CH:41]=[CH:42][CH:43]=1)[CH2:39]Br>CN(C=O)C.[I-].C([N+](CCCC)(CCCC)CCCC)CCC>[CH2:1]([O:3][C:4](=[O:31])[C:5]([CH3:30])([O:23][C:24]1[CH:29]=[CH:28][CH:27]=[CH:26][CH:25]=1)[CH2:6][C:7]1[CH:8]=[CH:9][C:10]([O:13][CH2:14][CH2:15][CH:16]2[CH2:20][N:19]([CH2:39][C:38]3[CH:41]=[CH:42][CH:43]=[C:36]([O:35][CH3:34])[CH:37]=3)[C:18](=[O:21])[N:17]2[CH3:22])=[CH:11][CH:12]=1)[CH3:2] |f:1.2,5.6|. Procedure: A solution of 2-methyl-3-{4-[2-(3-methyl-2-oxo-imidazolidin-4-yl)-ethoxy]-phenyl}-2-phenoxy-propionic acid ethyl ester (0.40 g, 0.94 mmol) in DMF (10 mL) is treated with NaH (60% oil suspension, 0.094 g, 2.35 mmol) and stirred at room temperature under N2 for 30 minutes. The reaction is cooled to 0° C. and treated with tetrabutylammonium iodide (0.040 g, 0.11 mmol) and 3-methoxybenzyl bromide (0.29 g, 1.43 mmol) and then warmed to room temperature and stirred for 1.5 h. The reaction is quenched ... Reactants: CN, Cc1ccccc1, CCOCCc1ccc(OCCN(C(=O)Cl)c2ncnc(C)c2Cl)c(C)c1. Product: CCOCCc1ccc(OCCN(C(=O)NC)c2ncnc(C)c2Cl)c(C)c1. As a reaction SMILES: [CH3:28][NH2:29].[CH3:30][c:31]1[cH:32][cH:33][cH:34][cH:35][cH:36]1.[Cl:1][c:2]1[c:3]([N:9]([CH2:10][CH2:11][O:12][c:13]2[c:14]([CH3:24])[cH:15][c:16]([CH2:19][CH2:20][O:21][CH2:22][CH3:23])[cH:17][cH:18]2)[C:25](=[O:26])[Cl:27])[n:4][cH:5][n:6][c:7]1[CH3:8]>>[Cl:1][c:2]1[c:3]([N:9]([CH2:10][CH2:11][O:12][c:13]2[c:14]([CH3:24])[cH:15][c:16]([CH2:19][CH2:20][O:21][CH2:22][CH3:23])[cH:17][cH:18]2)[C:25](=[O:26])[NH:29][CH3:28])[n:4][cH:5][n:6][c:7]1[CH3:8]. The reactants are colorless foam, ClCCCOC=1C=2C=CNC2C=CC1 (1-chloro-3-(lH-indole-4-oxy)propane), ClC1=CC=C2C(=CNC2=C1)C1CCNCC1 (6-chloro-3-(piperidin-4-yl)-1H-indole), C([O-])([O-])=O.[K+].[K+] (potassium carbonate). Solvent: CN(C=O)C (dimethylformamide). Yields the product ClC1=CC=C2C(=CNC2=C1)C1CCN(CC1)CCCOC1=C2C=CNC2=CC=C1 (3-[4-(6-chloro-3-indolyl)piperidin-1-yl]-1-(4-indolyloxy)propane). RXN SMILES: Cl[CH2:2][CH2:3][CH2:4][O:5][C:6]1[C:7]2[CH:8]=[CH:9][NH:10][C:11]=2[CH:12]=[CH:13][CH:14]=1.[Cl:15][C:16]1[CH:24]=[C:23]2[C:19]([C:20]([CH:25]3[CH2:30][CH2:29][NH:28][CH2:27][CH2:26]3)=[CH:21][NH:22]2)=[CH:18][CH:17]=1.C(=O)([O-])[O-].[K+].[K+]>CN(C)C=O>[Cl:15][C:16]1[CH:24]=[C:23]2[C:19]([C:20]([CH:25]3[CH2:30][CH2:29][N:28]([CH2:2][CH2:3][CH2:4][O:5][C:6]4[CH:14]=[CH:13][CH:12]=[C:11]5[C:7]=4[CH:8]=[CH:9][NH:10]5)[CH2:27][CH2:26]3)=[CH:21][NH:22]2)=[CH:18][CH:17]=1 |f:2.3.4|. Procedure: The title compound was prepared in a fashion similar to that described in Example 99 using 1-chloro-3-(lH-indole-4-oxy)propane (0.446 g, 2.15 mmol) and 6-chloro-3-(piperidin-4-yl)-1H-indole ( 0.500 g, 2.13 mmol) in the presence of 2.0 equivalents of potassium carbonate (0.593 g, 4.3 mmol) in dimethylformamide at 90° C. Yield 0.330 g (37%) of a colorless foam. FDMS m/e=407 (M+ of free base).